From a dataset of the Open Reaction Database (ORD), a public repository of structured organic reaction records. describe an organic reaction: reactants, conditions, products, and yield Reactants: CN(C(=O)OC=1C=C(C=CC1)C=1C=C(C2=CC=CC=C2C1)C(=O)NC=1C=C(C=CC1)/C=C/C(=O)OCC)C (Ethyl(2E)-3-(3-{[(3-{3-[(dimethylcarbamoyl)oxy]phenyl}naphthalen-1-yl) carbonyl]amino}phenyl)prop-2-enoate), O[Li].O (LiOH.H2O). The solvent is C1CCOC1.O (THF H2O). Run at time 3 hour. Product: CN(C(=O)OC=1C=C(C=CC1)C=1C=C(C2=CC=CC=C2C1)C(=O)NC=1C=C(C=CC1)/C=C/C(=O)O)C ((2E)-3-(3-{[(3-{3-[(dimethylcarbamoyl)oxy]phenyl}naphthalen-1-yl)carbonyl]amino}phenyl)-prop-2-enoic acid). The yield is 66.0%. Reaction SMILES: [CH3:1][N:2]([CH3:38])[C:3]([O:5][C:6]1[CH:7]=[C:8]([C:12]2[CH:13]=[C:14]([C:22]([NH:24][C:25]3[CH:26]=[C:27](/[CH:31]=[CH:32]/[C:33]([O:35]CC)=[O:34])[CH:28]=[CH:29][CH:30]=3)=[O:23])[C:15]3[C:20]([CH:21]=2)=[CH:19][CH:18]=[CH:17][CH:16]=3)[CH:9]=[CH:10][CH:11]=1)=[O:4].O[Li].O>C1COCC1.O>[CH3:38][N:2]([CH3:1])[C:3]([O:5][C:6]1[CH:7]=[C:8]([C:12]2[CH:13]=[C:14]([C:22]([NH:24][C:25]3[CH:26]=[C:27](/[CH:31]=[CH:32]/[C:33]([OH:35])=[O:34])[CH:28]=[CH:29][CH:30]=3)=[O:23])[C:15]3[C:20]([CH:21]=2)=[CH:19][CH:18]=[CH:17][CH:16]=3)[CH:9]=[CH:10][CH:11]=1)=[O:4] |f:1.2,3.4|. Procedure: Compound 26 (0.23 mmol,) was dissolved in THF/H2O (1:1, 20 mL) mixture. LiOH.H2O (0.35 mmol,) was added to the reaction mixture and stirred at room temperature for 3 h. The reaction mixture was concentrated under vacuum to dryness. The resulting residue was adjusted to pH 5 with dilute HCl and extracted with ethyl acetate (3×10 mL), washed with water and brine. The organic layer was dried over Na2SO4, filtered, and the solvent was removed in vacuo. The resulting solid was purified using reverse ... The reactants are C1CCOC1, COC(=O)c1ccc(-c2ccc(OCCCCl)cc2)cc1, [Li+], [OH-], O. The product is O=C(O)c1ccc(-c2ccc(OCCCCl)cc2)cc1. Reaction SMILES: [CH2:24]1[O:25][CH2:26][CH2:27][CH2:28]1.[Cl:1][CH2:2][CH2:3][CH2:4][O:5][c:6]1[cH:7][cH:8][c:9](-[c:12]2[cH:13][cH:14][c:15]([C:18](=[O:19])[O:20][CH3:21])[cH:16][cH:17]2)[cH:10][cH:11]1.[Li+:22].[OH-:23].[OH2:29]>>[Cl:1][CH2:2][CH2:3][CH2:4][O:5][c:6]1[cH:7][cH:8][c:9](-[c:12]2[cH:13][cH:14][c:15]([C:18](=[O:19])[OH:20])[cH:16][cH:17]2)[cH:10][cH:11]1. The reactants are C1CCOC1, Cc1onc(-c2ccccc2)c1CO, COC(=O)c1cnc(Cl)cn1, [H-], [Na+], O. The product is COC(=O)c1cnc(OCc2c(-c3ccccc3)noc2C)cn1. As a reaction SMILES: [CH2:29]1[O:30][CH2:31][CH2:32][CH2:33]1.[CH3:1][c:2]1[c:3]([CH2:13][OH:14])[c:4](-[c:7]2[cH:8][cH:9][cH:10][cH:11][cH:12]2)[n:5][o:6]1.[Cl:17][c:18]1[n:19][cH:20][c:21]([C:24](=[O:25])[O:26][CH3:27])[n:22][cH:23]1.[H-:15].[Na+:16].[OH2:28]>>[CH3:1][c:2]1[c:3]([CH2:13][O:14][c:18]2[n:19][cH:20][c:21]([C:24](=[O:25])[O:26][CH3:27])[n:22][cH:23]2)[c:4](-[c:7]2[cH:8][cH:9][cH:10][cH:11][cH:12]2)[n:5][o:6]1. The reagents and catalysts are Cl[Pd]([P](C1=CC=CC=C1)(C2=CC=CC=C2)C3=CC=CC=C3)([P](C4=CC=CC=C4)(C5=CC=CC=C5)C6=CC=CC=C6)Cl (PdCl2(PPh3)2), [Cu]I (copper (I) iodide). Product: FC1=CC2=C(C=3N(CCO2)C(=C(N3)C(=O)N)C3=NC(=NN3CC(F)(F)F)C)C=C1C#CC(C)(C)O (9-fluoro-10-(3-hydroxy-3-methylbut-1-ynyl)-3-(3-methyl-1-(2,2,2-trifluoroethyl)-1H-1,2,4-triazol-5-yl)-5,6-dihydrobenzo[f]imidazo[1,2-d][1,4]oxazepine-2-carboxamide), fluffy white solid. Yield: 36.3%. Starting materials: BrC=1C(=CC2=C(C=3N(CCO2)C(=C(N3)C(=O)N)C=3N(N=C(N3)C)CC(F)(F)F)C1)F (10-bromo-9-fluoro-3-[5-methyl-2-(2,2,2-trifluoroethyl)-1,2,4-triazol-3-yl]-5,6-dihydroimidazo[1,2-d][1,4]benzoxazepine-2-carboxamide), CC(C)(C#C)O (2-methyl-3-butyn-2-ol). Procedure details: The title compound was prepared similarly according to Procedure E. To a solution of 10-bromo-9-fluoro-3-[5-methyl-2-(2,2,2-trifluoroethyl)-1,2,4-triazol-3-yl]-5,6-dihydroimidazo[1,2-d][1,4]benzoxazepine-2-carboxamide (200 mg, 0.41 mmol), PdCl2(PPh3)2 (0.05 equiv., 14.5 mg, 0.02 mmol) and copper (I) iodide (0.05 equiv., 4.0 mg, 0.02 mmol) in diisopropylamine (1.1 mL, 2.6 mL/mmol) and DMF (0.53 mL, 1.3 mL/mmol) was added 2-methyl-3-butyn-2-ol (2.0 equiv., 0.08 mL, 0.82 mmol). The reaction was hea... Solvent: C(C)(C)NC(C)C (diisopropylamine), CN(C)C=O (DMF), C(Cl)Cl (methylene chloride). Run at temperature 85 celsius. RXN SMILES: Br[C:2]1[C:3]([F:30])=[CH:4][C:5]2[O:11][CH2:10][CH2:9][N:8]3[C:12]([C:18]4[N:19]([CH2:24][C:25]([F:28])([F:27])[F:26])[N:20]=[C:21]([CH3:23])[N:22]=4)=[C:13]([C:15]([NH2:17])=[O:16])[N:14]=[C:7]3[C:6]=2[CH:29]=1.[CH3:31][C:32]([OH:36])([C:34]#[CH:35])[CH3:33]>C(NC(C)C)(C)C.CN(C=O)C.C(Cl)Cl.Cl[Pd](Cl)([P](C1C=CC=CC=1)(C1C=CC=CC=1)C1C=CC=CC=1)[P](C1C=CC=CC=1)(C1C=CC=CC=1)C1C=CC=CC=1.[Cu]I>[F:30][C:3]1[C:2]([C:35]#[C:34][C:32]([OH:36])([CH3:33])[CH3:31])=[CH:29][C:6]2[C:7]3[N:8]([C:12]([C:18]4[N:19]([CH2:24][C:25]([F:27])([F:28])[F:26])[N:20]=[C:21]([CH3:23])[N:22]=4)=[C:13]([C:15]([NH2:17])=[O:16])[N:14]=3)[CH2:9][CH2:10][O:11][C:5]=2[CH:4]=1 |^1:54,73|. The reactants are C(=O)(OC)CCC(=O)NCC1=C(NC(=C1)C=1SC=CC1)C=1SC=CC1 (3-[(N-3-Carbomethoxypropionyl)aminomethyl]-2,5-Dithienylpyrrole), [OH-].[Na+] (sodium hydroxide), ice water. Run in CO (methyl alcohol). Reaction conditions: time 16 hour. Yields the product C(=O)(O)CCC(=O)NCC1=C(NC(=C1)C=1SC=CC1)C=1SC=CC1 (3-[(N-3-Carboxypropionyl)-aminomethyl]-2,5-Dithienylpyrrole). Isolated yield 63.3%. RXN SMILES: [C:1]([CH2:5][CH2:6][C:7]([NH:9][CH2:10][C:11]1[CH:15]=[C:14]([C:16]2[S:17][CH:18]=[CH:19][CH:20]=2)[NH:13][C:12]=1[C:21]1[S:22][CH:23]=[CH:24][CH:25]=1)=[O:8])([O:3]C)=[O:2].[OH-].[Na+]>CO>[C:1]([CH2:5][CH2:6][C:7]([NH:9][CH2:10][C:11]1[CH:15]=[C:14]([C:16]2[S:17][CH:18]=[CH:19][CH:20]=2)[NH:13][C:12]=1[C:21]1[S:22][CH:23]=[CH:24][CH:25]=1)=[O:8])([OH:3])=[O:2] |f:1.2|. Procedure: A mixture of compound XXVI (200 mg, 0.53 mmol), 0.6N aqueous sodium hydroxide (1.34 ml, 0.80 mmol) and 4 ml of methyl alcohol was stirred at room temperature for 16 hours. The reaction mixture was poured onto 15 ml of ice water and was washed with diethyl ether. The aqueous layer was acidified with 1N aqueous hydrochloric acid to pH 4.0, then saturated with sodium chloride. The saturated solution then was extracted four times with 5 ml portions of ethyl acetate. The combined organic extracts wer... Starting materials: O=C(Nc1cc(NC(=O)c2c(Cl)cccc2Cl)ccn1)c1cnc(Br)s1, C1COCCN1, CCCCO. Yields the product O=C(Nc1cc(NC(=O)c2c(Cl)cccc2Cl)ccn1)c1cnc(N2CCOCC2)s1. RXN SMILES: [Br:1][c:2]1[s:3][c:4]([C:7](=[O:8])[NH:9][c:10]2[n:11][cH:12][cH:13][c:14]([NH:16][C:17]([c:18]3[c:19]([Cl:25])[cH:20][cH:21][cH:22][c:23]3[Cl:24])=[O:26])[cH:15]2)[cH:5][n:6]1.[CH2:27]1[CH2:28][O:29][CH2:30][CH2:31][NH:32]1.[CH2:33]([OH:34])[CH2:35][CH2:36][CH3:37]>>[c:2]1([N:32]2[CH2:27][CH2:28][O:29][CH2:30][CH2:31]2)[s:3][c:4]([C:7](=[O:8])[NH:9][c:10]2[n:11][cH:12][cH:13][c:14]([NH:16][C:17]([c:18]3[c:19]([Cl:25])[cH:20][cH:21][cH:22][c:23]3[Cl:24])=[O:26])[cH:15]2)[cH:5][n:6]1.